This data is from the Open Reaction Database (ORD), a public repository of structured organic reaction records. The task is: describe an organic reaction: reactants, conditions, products, and yield Starting materials: C(C)OC(NC1=CC(=CC(=C1)S(=O)(=O)C)NC1=NC=2N(CC(N(C2C=N1)C)=O)C(C)C)=S ([3-(8-Isopropyl-5-methyl-6-oxo-5,6,7,8-tetrahydro-pteridin-2-ylamino)-5-(methylsulfonyl)-phenyl]-thiocarbamic acid ethyl ester), C(C)(C)(C)OC(N[C@@H]1CC[C@@H](CC1)N)=O (tert-butyl-cis-4-aminocyclohexylcarbamate). The solvent is CN(C)C=O (DMF), O (water). Reaction conditions: temperature 70 celsius, time 8 hour. Yields the product C(C)(C)(C)OC(NC1CCC(CC1)NC(=O)NC1=CC(=CC(=C1)S(=O)(=O)C)NC1=NC=2N(CC(N(C2C=N1)C)=O)C(C)C)=O ((4-[3-[3-(8-isopropyl-5-methyl-6-oxo-5,6,7,8-tetrahydro-pteridin-2-ylamino)-5-(methylsulfonyl)-phenyl]-ureido]-cyclohexyl)-carbamic acid tert butyl ester). The yield is 99.0%. Reaction SMILES: C([O:3][C:4](=S)[NH:5][C:6]1[CH:11]=[C:10]([S:12]([CH3:15])(=[O:14])=[O:13])[CH:9]=[C:8]([NH:16][C:17]2[N:26]=[CH:25][C:24]3[N:23]([CH3:27])[C:22](=[O:28])[CH2:21][N:20]([CH:29]([CH3:31])[CH3:30])[C:19]=3[N:18]=2)[CH:7]=1)C.[C:33]([O:37][C:38](=[O:47])[NH:39][C@H:40]1[CH2:45][CH2:44][C@@H:43]([NH2:46])[CH2:42][CH2:41]1)([CH3:36])([CH3:35])[CH3:34]>CN(C=O)C.O>[C:33]([O:37][C:38](=[O:47])[NH:39][CH:40]1[CH2:41][CH2:42][CH:43]([NH:46][C:4]([NH:5][C:6]2[CH:11]=[C:10]([S:12]([CH3:15])(=[O:14])=[O:13])[CH:9]=[C:8]([NH:16][C:17]3[N:26]=[CH:25][C:24]4[N:23]([CH3:27])[C:22](=[O:28])[CH2:21][N:20]([CH:29]([CH3:31])[CH3:30])[C:19]=4[N:18]=3)[CH:7]=2)=[O:3])[CH2:44][CH2:45]1)([CH3:36])([CH3:34])[CH3:35]. Reported procedure: [3-(8-Isopropyl-5-methyl-6-oxo-5,6,7,8-tetrahydro-pteridin-2-ylamino)-5-(methylsulfonyl)-phenyl]-thiocarbamic acid ethyl ester (150 mg; 0.313 mmol) was dissolved in 1 ml of dry DMF, tert-butyl-cis-4-aminocyclohexylcarbamate (201 mg; 0.940 mmol) was added. The reaction mixture was stirred at 70° C., overnight, then, it was diluted with water. The precipitated formed was filtered, washed with water and dried in vacuo. 196 mg (0.311 mmol; 99% yield) of the desired compound to were obtained. The reactants are C(C)(C)N(C(=O)Cl)C(=O)Cl (N-isopropyl-bis-(chlorocarbonyl)-amine), I.CSC(NN=C(C)C)=N (acetone-S-methylisothio-semicarbazone hydroiodide). Solvent: C(C)N(CC)CC (triethylamine). Yields the product C(C)(C)N1C(N(C(NC1=O)SC)N=C(C)C)=O (1-isopropyl-3-isopropylideneamino-4methylmercapto-tetrahydro-1,3,5-triazine-2,6-dione). As a reaction SMILES: [CH:1]([N:4]([C:8](Cl)=[O:9])[C:5](Cl)=[O:6])([CH3:3])[CH3:2].I.[CH3:12][S:13][C:14](=[NH:20])[NH:15][N:16]=[C:17]([CH3:19])[CH3:18]>C(N(CC)CC)C>[CH:1]([N:4]1[C:8](=[O:9])[NH:20][CH:14]([S:13][CH3:12])[N:15]([N:16]=[C:17]([CH3:19])[CH3:18])[C:5]1=[O:6])([CH3:3])[CH3:2] |f:1.2|. Procedure details: Analogously to Example 1, N-isopropyl-bis-(chlorocarbonyl)-amine (prepared analogously to Synthesis 1970, pages 542-543; boiling point 66-67° C/12 mm Hg) and acetone-S-methylisothio-semicarbazone hydroiodide, with addition of triethylamine, yielded 1-isopropyl-3-isopropylideneamino-4methylmercapto-tetrahydro-1,3,5-triazine-2,6-dione as a pale yellow powder of melting point 110-112° C.